This data is from the Open Reaction Database (ORD), a public repository of structured organic reaction records. The task is: describe an organic reaction: reactants, conditions, products, and yield Reactants: BrC1(CC1)C=1SC=C(N1)CCCC (2-(1-Bromocyclopropyl)-4-butylthiazole), BrCC(CCCC)=O (1-bromo-2-hexanone). Yields the product BrC1(CC1)C=1SC=C(N1)CC (2-(1-Bromocyclopropyl)-4-ethylthiazole). As a reaction SMILES: [Br:1][C:2]1([C:5]2[S:6][CH:7]=[C:8]([CH2:10][CH2:11]CC)[N:9]=2)[CH2:4][CH2:3]1.BrCC(=O)CCCC>>[Br:1][C:2]1([C:5]2[S:6][CH:7]=[C:8]([CH2:10][CH3:11])[N:9]=2)[CH2:3][CH2:4]1. Procedure details: 2-(1-Bromocyclopropyl)-4-butylthiazole 20 from 1-bromo-2-hexanone at 100° C. and a reaction time of 2 minutes. The reactants are IC1=CC=C(C=C1)NN (4-iodophenylhydrazine), S(O)(O)(=O)=O (sulfuric acid), CN1CCC(CC1)=O (1-methyl-4-piperidone). The solvent is O1CCOCC1 (1,4-dioxane). Reaction conditions: temperature 70 celsius. The product is IC1=CC=2C3=C(NC2C=C1)CCN(C3)C (2,3,4,5-tetrahydro-8-iodo-2-methyl-1H-pyrido[4,3-b]indole). Reaction SMILES: [I:1][C:2]1[CH:7]=[CH:6][C:5]([NH:8]N)=[CH:4][CH:3]=1.S(=O)(=O)(O)O.[CH3:15][N:16]1[CH2:21][CH2:20][C:19](=O)[CH2:18][CH2:17]1>O1CCOCC1>[I:1][C:2]1[CH:7]=[CH:6][C:5]2[NH:8][C:19]3[CH2:20][CH2:21][N:16]([CH3:15])[CH2:17][C:18]=3[C:4]=2[CH:3]=1. Reported procedure: To a solution of compound 4-iodophenylhydrazine (1 equiv.) in 1,4-dioxane (50 mL) is added conc. sulfuric acid, followed by dropwise addition of 1-methyl-4-piperidone (1 equiv.) at RT. The reaction mixture is heated at 70° C. for 90 min., evaporated, diluted with water and the pH is adjusted to 12 with 40 mL of 15% aq. KOH solution. The reaction mixture is extracted with EtOAc, followed by brine wash, dried over sodium sulfate and evaporated under vacuum. The crude product is column purified ove... Starting materials: C(=O)([O-])[O-].[K+].[K+] (K2CO3), BrC=1C=C(C2=C(OC(O2)(C2=CC=CC=C2)C2=CC=CC=C2)C1)C(=O)OC (Methyl 6-bromo-2,2-diphenyl-1,3-benzodioxole-4-carboxylate), BrC=1SC2=C(N1)C=CC=C2 (2-bromo-1,3-benzothiazole), B1(OC(C(O1)(C)C)(C)C)B2OC(C(O2)(C)C)(C)C (bis(pinacolato)diboron), CC(=O)[O-].[K+] (KOAc). Reagents/catalysts: C=1C=CC(=CC1)[P](C=2C=CC=CC2)(C=3C=CC=CC3)[Pd]([P](C=4C=CC=CC4)(C=5C=CC=CC5)C=6C=CC=CC6)([P](C=7C=CC=CC7)(C=8C=CC=CC8)C=9C=CC=CC9)[P](C=1C=CC=CC1)(C=1C=CC=CC1)C=1C=CC=CC1 (Pd(PPh3)4), C=1C=CC(=CC1)[P](C=2C=CC=CC2)(C=3C=CC=CC3)[Pd]([P](C=4C=CC=CC4)(C=5C=CC=CC5)C=6C=CC=CC6)([P](C=7C=CC=CC7)(C=8C=CC=CC8)C=9C=CC=CC9)[P](C=1C=CC=CC1)(C=1C=CC=CC1)C=1C=CC=CC1 (Pd(PPh3)4). The product is S1C(=NC2=C1C=CC=C2)C=2C=C(C1=C(OC(O1)(C1=CC=CC=C1)C1=CC=CC=C1)C2)C(=O)OC (Methyl 6-benzothiazol-2-yl-2,2-diphenyl-1,3-benzodioxole-4-carboxylate). As a reaction SMILES: Br[C:2]1[CH:3]=[C:4]([C:23]([O:25][CH3:26])=[O:24])[C:5]2[O:9][C:8]([C:16]3[CH:21]=[CH:20][CH:19]=[CH:18][CH:17]=3)([C:10]3[CH:15]=[CH:14][CH:13]=[CH:12][CH:11]=3)[O:7][C:6]=2[CH:22]=1.B1(B2OC(C)(C)C(C)(C)O2)OC(C)(C)C(C)(C)O1.CC([O-])=O.[K+].Br[C:51]1[S:52][C:53]2[CH:59]=[CH:58][CH:57]=[CH:56][C:54]=2[N:55]=1.C([O-])([O-])=O.[K+].[K+]>C1C=CC([P]([Pd]([P](C2C=CC=CC=2)(C2C=CC=CC=2)C2C=CC=CC=2)([P](C2C=CC=CC=2)(C2C=CC=CC=2)C2C=CC=CC=2)[P](C2C=CC=CC=2)(C2C=CC=CC=2)C2C=CC=CC=2)(C2C=CC=CC=2)C2C=CC=CC=2)=CC=1>[S:52]1[C:53]2[CH:59]=[CH:58][CH:57]=[CH:56][C:54]=2[N:55]=[C:51]1[C:2]1[CH:3]=[C:4]([C:23]([O:25][CH3:26])=[O:24])[C:5]2[O:9][C:8]([C:16]3[CH:17]=[CH:18][CH:19]=[CH:20][CH:21]=3)([C:10]3[CH:11]=[CH:12][CH:13]=[CH:14][CH:15]=3)[O:7][C:6]=2[CH:22]=1 |f:2.3,5.6.7,^1:69,71,90,109|. Reported procedure: Methyl 6-bromo-2,2-diphenyl-1,3-benzodioxole-4-carboxylate (600 mg, 1.459 mmol, 1 eq.), Pd(PPh3)4 (85 mg, 0.073 mmol, 0.05 eq.), bis(pinacolato)diboron (480 mg, 1.9 mmol, 1.3 eq.) and KOAc (216 mg, 2.2 mmol, 1.5 eq.), then Pd(PPh3)4 (85 mg, 0.073 mmol, 0.05 eq.), 2-bromo-1,3-benzothiazole (375 mg, 1.75 mmol, 1.2 eq.) and K2CO3 (1 g, 7.3 mmol, 5 eq.) were used according to GP6 to yield the title product as a colorless solid.